Dataset: the Open Reaction Database (ORD), a public repository of structured organic reaction records. Task: describe an organic reaction: reactants, conditions, products, and yield Reactants: NC1=C2C(=NC=N1)N(N=C2C2=CC(=C(C=C2)OC)F)C(C)C=2OC1=CC=CC=C1C(C2C2=CC(=CC=C2)F)=O (2-(1-(4-amino-3-(3-fluoro-4-methoxyphenyl)-1H-pyrazolo[3,4-d]pyrimidin-1-yl)ethyl)-3-(3-fluorophenyl)-4H-chromen-4-one). Solvent: ClCCl (dichloromethane), B(Br)(Br)Br (BBr3), ClCCl (dichloromethane). Conditions: time 12 hour. The product is NC1=C2C(=NC=N1)N(N=C2C2=CC(=C(C=C2)O)F)C(C)C=2OC1=CC=CC=C1C(C2C2=CC(=CC=C2)F)=O (2-(1-(4-amino-3-(3-fluoro-4-hydroxyphenyl)-1H-pyrazolo[3,4-d]pyrimidin-1-yl)ethyl)-3-(3-fluorophenyl)-4H-chromen-4-one). Isolated yield 62.8%. RXN SMILES: [NH2:1][C:2]1[N:7]=[CH:6][N:5]=[C:4]2[N:8]([CH:20]([C:22]3[O:23][C:24]4[C:29]([C:30](=[O:39])[C:31]=3[C:32]3[CH:37]=[CH:36][CH:35]=[C:34]([F:38])[CH:33]=3)=[CH:28][CH:27]=[CH:26][CH:25]=4)[CH3:21])[N:9]=[C:10]([C:11]3[CH:16]=[CH:15][C:14]([O:17]C)=[C:13]([F:19])[CH:12]=3)[C:3]=12>ClCCl.B(Br)(Br)Br>[NH2:1][C:2]1[N:7]=[CH:6][N:5]=[C:4]2[N:8]([CH:20]([C:22]3[O:23][C:24]4[C:29]([C:30](=[O:39])[C:31]=3[C:32]3[CH:37]=[CH:36][CH:35]=[C:34]([F:38])[CH:33]=3)=[CH:28][CH:27]=[CH:26][CH:25]=4)[CH3:21])[N:9]=[C:10]([C:11]3[CH:16]=[CH:15][C:14]([OH:17])=[C:13]([F:19])[CH:12]=3)[C:3]=12. Procedure details: To a solution of example 84 (0.100 g, 0.190 mmoles) in dichloromethane (4 ml), BBr3 (1M in dichloromethane, 1 ml) was added at 0° C. and the reaction mixture was warmed to RT and then stirred for 12 h. The reaction mixture was quenched with 1.5N HCl solution and extracted with dichloromethane. The organic layer was dried over sodium sulphate and concentrated. The crude product was purified by column chromatography with methanol: dichloromethane to afford the title compound as pale green solid (0... The reactants are Br, Br, CC(=O)O, CC(=O)c1ccc(-n2cnc(C)c2)nc1, O. Product: Cc1cn(-c2ccc(C(=O)CBr)cn2)cn1. RXN SMILES: [Br:16].[BrH:18].[C:19]([OH:20])(=[O:21])[CH3:22].[CH3:1][c:2]1[n:3][cH:4][n:5](-[c:7]2[cH:8][cH:9][c:10]([C:13]([CH3:14])=[O:15])[cH:11][n:12]2)[cH:6]1.[OH2:17]>>[CH3:1][c:2]1[n:3][cH:4][n:5](-[c:7]2[cH:8][cH:9][c:10]([C:13]([CH2:14][Br:18])=[O:15])[cH:11][n:12]2)[cH:6]1. The solvent is CN(C)C=O (DMF). Reactants: C(C)(=O)O[C@H]1[C@@H](C(N1)=O)NC(C(=NOC)C=1N=C(SC1)NC(CCl)=O)=O ((3S,4S)-4-acetoxy-3-[2-(2-chloroacetamidothiazol-4-yl)-2-methoxyiminoacetamido]-2-oxoazetidine), COC(N)=S.[Na] (sodium monomethyithiocarbamate). Procedure details: To a solution of 500 mg of (3S,4S)-4-acetoxy-3-[2-(2-chloroacetamidothiazol-4-yl)-2-methoxyiminoacetamido]-2-oxoazetidine (syn-isomer) in 10 ml of DMF is added 0.245 g of sodium monomethyithiocarbamate and the mixture is stirred at room temperature for one hour. The solvent is distilled off under reduced pressure, the residue is washed three times with ethyl acetate and the insolubles are filtered off after addition of ethanol. The filtrate is concentrated under reduced pressure. Then, purifying... Reaction SMILES: [C:1]([O:4][C@@H:5]1[NH:8][C:7](=[O:9])[C@H:6]1[NH:10][C:11](=[O:26])[C:12]([C:16]1[N:17]=[C:18]([NH:21]C(=O)CCl)[S:19][CH:20]=1)=[N:13][O:14][CH3:15])(=[O:3])[CH3:2].COC(=S)N.[Na]>CN(C=O)C>[C:1]([O:4][C@@H:5]1[NH:8][C:7](=[O:9])[C@H:6]1[NH:10][C:11](=[O:26])[C:12]([C:16]1[N:17]=[C:18]([NH2:21])[S:19][CH:20]=1)=[N:13][O:14][CH3:15])(=[O:3])[CH3:2] |f:1.2,^1:31|. Conditions: time 1 hour. The yield is 66.6%. Product: C(C)(=O)O[C@H]1[C@@H](C(N1)=O)NC(C(=NOC)C=1N=C(SC1)N)=O ((3S,4S)-4-acetoxy-3-[2-(2-aminothiazol-4-yl)-2-methoxyiminoacetamido]-2-oxoazetidine). The reactants are NCC1=CC=C(C=C1)C1C(C(N1C1=CC=C(C=C1)F)=O)CCC(O)C1=CC=C(C=C1)F (4-(4-Aminomethylphenyl)-1-(4-fluorophenyl)-3-[3-(4-fluorophenyl)-3-hydroxypropyl]-azetidin-2-one), C(C)(C)N(CC)C(C)C (diisopropylethylamine), S(=O)(=O)(O)CC(=O)O (sulfoacetic acid), C(C)(C)N=C=NC(C)C (diisopropylcarbodiimide), OC1=CC=CC=2NN=NC21 (hydroxybenzotriazole). The solvent is CN(C=O)C (dimethylformamide), CN(C=O)C (dimethylformamide). Reaction conditions: time 12 hour. Yields the product FC1=CC=C(C=C1)N1C(C(C1=O)CCC(O)C1=CC=C(C=C1)F)C1=CC=C(CNC(=O)CS(=O)(=O)O)C=C1 ((4-{1-(4-Fluorophenyl)-3-[3-(4-fluorophenyl)-3-hydroxypropyl]-4-oxoazetidin-2-yl}-benzylcarbamoyl)methanesulfonic acid). As a reaction SMILES: [NH2:1][CH2:2][C:3]1[CH:8]=[CH:7][C:6]([CH:9]2[N:12]([C:13]3[CH:18]=[CH:17][C:16]([F:19])=[CH:15][CH:14]=3)[C:11](=[O:20])[CH:10]2[CH2:21][CH2:22][CH:23]([C:25]2[CH:30]=[CH:29][C:28]([F:31])=[CH:27][CH:26]=2)[OH:24])=[CH:5][CH:4]=1.C(N(C(C)C)CC)(C)C.[S:41]([CH2:45][C:46](O)=[O:47])([OH:44])(=[O:43])=[O:42].C(N=C=NC(C)C)(C)C.OC1C2N=NNC=2C=CC=1>CN(C)C=O>[F:19][C:16]1[CH:15]=[CH:14][C:13]([N:12]2[C:11](=[O:20])[CH:10]([CH2:21][CH2:22][CH:23]([C:25]3[CH:26]=[CH:27][C:28]([F:31])=[CH:29][CH:30]=3)[OH:24])[CH:9]2[C:6]2[CH:7]=[CH:8][C:3]([CH2:2][NH:1][C:46]([CH2:45][S:41]([OH:44])(=[O:43])=[O:42])=[O:47])=[CH:4][CH:5]=2)=[CH:18][CH:17]=1. Procedure details: A solution of 120 mg of 4-(4-aminomethylphenyl)-1-(4-fluorophenyl)-3-[3-(4-fluorophenyl)-3-hydroxypropyl]azetidin-2-one (17), and 48 μl of diisopropylethylamine in 1 ml of dimethylformamide was added to a solution of 40 mg of sulfoacetic acid, 110 μl of diisopropylcarbodiimide, and 76 mg of hydroxybenzotriazole in 2 ml of dimethylformamide, and the mixture was stirred at room temperature for 12 h. The reaction solution was concentrated and separated by HPLC (Knauer Eurospher-100-10-C18, water (0... Starting materials: ClC1=CC(=C(N=N1)OCC1=CC=C(C=C1)OC)OCC1=CC=C(C=C1)OC (6-chloro-3,4-bis[(4-methoxybenzyl)oxy]pyridazine), ClC1=CC(=C(N=N1)OCC1=CC=C(C=C1)OC)OCC1=CC=C(C=C1)OC (6-chloro-3,4-bis[(4-methoxybenzyl)oxy]pyridazine), ClC1=CC=C(C=C1)CS ((4-chlorophenyl)methanethiol), CCN(C(C)C)C(C)C (Hunig's base). The reagents and catalysts are C=1C=CC(=CC1)/C=C/C(=O)/C=C/C2=CC=CC=C2.C=1C=CC(=CC1)/C=C/C(=O)/C=C/C2=CC=CC=C2.C=1C=CC(=CC1)/C=C/C(=O)/C=C/C2=CC=CC=C2.[Pd].[Pd] (Pd2(DBA)3), CC1(C2=C(C(=CC=C2)P(C3=CC=CC=C3)C4=CC=CC=C4)OC5=C(C=CC=C51)P(C6=CC=CC=C6)C7=CC=CC=C7)C (XANTPHOS). The solvent is O (water). Product: ClC1=CC=C(CSC2=CC(=C(N=N2)OCC2=CC=C(C=C2)OC)OCC2=CC=C(C=C2)OC)C=C1 (6-[(4-chlorobenzyl)sulfanyl]-3,4-bis[(4-methoxybenzyl)oxy]pyridazine). The yield is 100.0%. Reaction SMILES: Cl[C:2]1[N:7]=[N:6][C:5]([O:8][CH2:9][C:10]2[CH:15]=[CH:14][C:13]([O:16][CH3:17])=[CH:12][CH:11]=2)=[C:4]([O:18][CH2:19][C:20]2[CH:25]=[CH:24][C:23]([O:26][CH3:27])=[CH:22][CH:21]=2)[CH:3]=1.[Cl:28][C:29]1[CH:34]=[CH:33][C:32]([CH2:35][SH:36])=[CH:31][CH:30]=1.CCN(C(C)C)C(C)C>C1C=CC(/C=C/C(/C=C/C2C=CC=CC=2)=O)=CC=1.C1C=CC(/C=C/C(/C=C/C2C=CC=CC=2)=O)=CC=1.C1C=CC(/C=C/C(/C=C/C2C=CC=CC=2)=O)=CC=1.[Pd].[Pd].CC1(C)C2C(=C(P(C3C=CC=CC=3)C3C=CC=CC=3)C=CC=2)OC2C(P(C3C=CC=CC=3)C3C=CC=CC=3)=CC=CC1=2.O>[Cl:28][C:29]1[CH:34]=[CH:33][C:32]([CH2:35][S:36][C:2]2[N:7]=[N:6][C:5]([O:8][CH2:9][C:10]3[CH:11]=[CH:12][C:13]([O:16][CH3:17])=[CH:14][CH:15]=3)=[C:4]([O:18][CH2:19][C:20]3[CH:21]=[CH:22][C:23]([O:26][CH3:27])=[CH:24][CH:25]=3)[CH:3]=2)=[CH:31][CH:30]=1 |f:3.4.5.6.7|. Procedure: A mixture of 6-chloro-3,4-bis[(4-methoxybenzyl)oxy]pyridazine (Intermediate 7; 550 mg, 1.42 mmol), (4-chlorophenyl)methanethiol (248 mg, 1.56 mmol), Pd2(DBA)3 (52.1 mg, 0.057 mmol), XANTPHOS (65.8 mg, 0.114 mmol) and Hunig's base (ethyl diisopropylamine; 404 mg, 3.13 mmol) was subjected to microwave irradiation at 120° C. for 1 hour. The resulting mixture was poured into water and extracted into ethyl acetate before the combined organics were washed with brine and then dried (magnesium sulphate)...